From a dataset of the Open Reaction Database (ORD), a public repository of structured organic reaction records. describe an organic reaction: reactants, conditions, products, and yield Reactants: COc1ccc(C(C)=CBr)cc1, CCC1c2[nH]c3ccc(Cl)cc3c2CCN1C, [Cu]I, [K+], [K+], [K+], CN(C)C=O, O=C(O)C1CCCN1, O=P([O-])([O-])[O-]. Yields the product CCC1c2c(c3cc(Cl)ccc3n2C=C(C)c2ccc(OC)cc2)CCN1C. RXN SMILES: [Br:34][CH:35]=[C:36]([CH3:37])[c:38]1[cH:39][cH:40][c:41]([O:44][CH3:45])[cH:42][cH:43]1.[Cl:1][c:2]1[cH:3][c:4]2[c:5]3[c:6]([nH:7][c:8]2[cH:9][cH:10]1)[CH:11]([CH2:16][CH3:17])[N:12]([CH3:15])[CH2:13][CH2:14]3.[Cu:51][I:52].[K+:31].[K+:32].[K+:33].[O:46]=[CH:47][N:48]([CH3:49])[CH3:50].[OH:18][C:19]([CH:20]1[NH:21][CH2:22][CH2:23][CH2:24]1)=[O:25].[P:26]([O-:27])([O-:28])([O-:29])=[O:30]>>[Cl:1][c:2]1[cH:3][c:4]2[c:5]3[c:6]([n:7]([CH:35]=[C:36]([CH3:37])[c:38]4[cH:39][cH:40][c:41]([O:44][CH3:45])[cH:42][cH:43]4)[c:8]2[cH:9][cH:10]1)[CH:11]([CH2:16][CH3:17])[N:12]([CH3:15])[CH2:13][CH2:14]3. Reactants: C(C)(C)(C)OC(=O)N1C(OC[C@@H]1CC(C)(C)C(=O)OCC1=CC=CC=C1)(C)C (4(S)-(2-benzyloxycarbonyl-2-methyl-propyl)-2,2-dimethyl-oxazolidine-3-carboxylic acid tert-butyl ester). Reagents/catalysts: [Pd] (Pd/C). Solvent: C(C)(=O)OCC (ethyl acetate). Run at time 4.5 hour. The product is C(C)(C)(C)OC(=O)N1C(OC[C@@H]1CC(C)(C)C(=O)O)(C)C (4(S)-(2-Carboxy-2-methyl-propyl)-2,2-dimethyl-oxazolidine-3-carboxylic acid tert-butyl ester). Reaction SMILES: [C:1]([O:5][C:6]([N:8]1[C@@H:12]([CH2:13][C:14]([C:17]([O:19]CC2C=CC=CC=2)=[O:18])([CH3:16])[CH3:15])[CH2:11][O:10][C:9]1([CH3:28])[CH3:27])=[O:7])([CH3:4])([CH3:3])[CH3:2]>C(OCC)(=O)C.[Pd]>[C:1]([O:5][C:6]([N:8]1[C@@H:12]([CH2:13][C:14]([C:17]([OH:19])=[O:18])([CH3:16])[CH3:15])[CH2:11][O:10][C:9]1([CH3:28])[CH3:27])=[O:7])([CH3:4])([CH3:2])[CH3:3]. Reported procedure: A mixture of 9.48 g of 4(S)-(2-benzyloxycarbonyl-2-methyl-propyl)-2,2-dimethyl-oxazolidine-3-carboxylic acid tert-butyl ester and 2.58 g of 10% Pd/C in 100 ml of ethyl acetate is hydrogenated at room temperature for 4.5 hours. The solid is removed by filtration over Hyflo®. The mixture is concentrated and re-dissolved in ethyl acetate and 2N NaOH. The layers are separated and the aqueous layer is extracted with ethyl acetate (2×). The aqueous layer is acidified to pH 3 with 4M HCl and extracted ...